This data is from the Open Reaction Database (ORD), a public repository of structured organic reaction records. The task is: describe an organic reaction: reactants, conditions, products, and yield Starting materials: BrC=1C=CC(=C(C1)N)[N+](=O)[O-] (5-Brom0-2-nitro-phenylamine), haloarene, C1(=C(C=CC=C1)P(C1=C(C=CC=C1)C)C1=C(C=CC=C1)C)C (tri-o-tolyl-phosphine), CC(=O)C (acetone), dipalladium(0), C(C=C)O (prop-2-en-1-ol), alken-1-ol. Solvent: CN(C=O)C (N,N-dimethylformamide), C(C)N(C(C)C)C(C)C (ethyl diisopropyl amine). Conditions: temperature 120 celsius, time 3 hour. Yields the product NC=1C=C(C=CC1[N+](=O)[O-])CCC=O (3-(3-Amino-4-nitro-phenyl)-propionaldehyde). Isolated yield 18.3%. As a reaction SMILES: Br[C:2]1[CH:3]=[CH:4][C:5]([N+:9]([O-:11])=[O:10])=[C:6]([NH2:8])[CH:7]=1.C1(C)C=CC=CC=1P(C1C=CC=CC=1C)C1C=CC=CC=1C.CC(C)=O.[CH2:38]([OH:41])[CH:39]=[CH2:40]>CN(C)C=O.C(N(C(C)C)C(C)C)C>[NH2:8][C:6]1[CH:7]=[C:2]([CH2:40][CH2:39][CH:38]=[O:41])[CH:3]=[CH:4][C:5]=1[N+:9]([O-:11])=[O:10]. Procedure details: A solution of bromoarene 2 (1.544 g, 7.11 mmol) (or any haloarene of choice); tri-o-tolyl-phosphine (280 mg; 0.9 mmol) and trkdibenzylidene acetone)dipalladium(0) (280 mg; 0.3 mmol) in N,N-dimethylformamide (6 mL) and ethyl diisopropyl amine (3 mL) was treated with prop-2-en-1-ol (3 mL, 40 mmol) (or any alken-1-ol of choice, 6 eq.) and the solution was stirred at 120° C. for 3 h under nitrogen. The reaction mixture was concentrated under high vacuum and the residue was purified by flash chromato... Starting materials: CCOCC, O=C(O)C(=O)Nc1ccc2nc(S)[nH]c2c1, Cc1ccc(OC2CCNCC2)cc1. Yields the product Cc1ccc(OC2CCN(C(=O)C(=O)Nc3ccc4nc(S)[nH]c4c3)CC2)cc1. As a reaction SMILES: [CH2:31]([O:32][CH2:33][CH3:34])[CH3:35].[SH:1][c:2]1[nH:3][c:4]2[c:5]([n:6]1)[cH:7][cH:8][c:9]([NH:11][C:12]([C:13](=[O:14])[OH:15])=[O:16])[cH:10]2.[c:17]1([CH3:30])[cH:18][cH:19][c:20]([O:23][CH:24]2[CH2:25][CH2:26][NH:27][CH2:28][CH2:29]2)[cH:21][cH:22]1>>[SH:1][c:2]1[nH:3][c:4]2[c:5]([n:6]1)[cH:7][cH:8][c:9]([NH:11][C:12]([C:13](=[O:15])[N:27]1[CH2:26][CH2:25][CH:24]([O:23][c:20]3[cH:19][cH:18][c:17]([CH3:30])[cH:22][cH:21]3)[CH2:29][CH2:28]1)=[O:16])[cH:10]2. Starting materials: O=C([O-])[O-], CC#N, O=C(CCl)Nc1ccc2oc3c(c2c1)CCCCCC3, [Cs+], [Cs+], O. Product: O=C(CO)Nc1ccc2oc3c(c2c1)CCCCCC3. As a reaction SMILES: [C:21]([O-:22])(=[O:23])[O-:24].[CH3:28][C:29]#[N:30].[Cl:1][CH2:2][C:3](=[O:4])[NH:5][c:6]1[cH:7][c:8]2[c:9]([o:10][c:11]3[c:12]2[CH2:13][CH2:14][CH2:15][CH2:16][CH2:17][CH2:18]3)[cH:19][cH:20]1.[Cs+:25].[Cs+:26].[OH2:27]>>[CH2:2]([C:3](=[O:4])[NH:5][c:6]1[cH:7][c:8]2[c:9]([o:10][c:11]3[c:12]2[CH2:13][CH2:14][CH2:15][CH2:16][CH2:17][CH2:18]3)[cH:19][cH:20]1)[OH:22]. The reactants are NC(CS(=O)(=O)C1=CC=CC=C1)=NNC(=O)C1=NC=CC=C1 (Pyridine-2-carboxylic acid (1-amino-2-benzenesulfonyl-ethylidene)-hydrazide). Run in C(C)O (ethanol). Yields the product C1(=CC=CC=C1)S(=O)(=O)CC1=NNC(=N1)C1=NC=CC=C1 (3-benzenesulfonylmethyl-5-pyridin-2-yl-1H-[1,2,4]triazole). Isolated yield 82.8%. As a reaction SMILES: [NH2:1][C:2](=[N:13][NH:14][C:15]([C:17]1[CH:22]=[CH:21][CH:20]=[CH:19][N:18]=1)=O)[CH2:3][S:4]([C:7]1[CH:12]=[CH:11][CH:10]=[CH:9][CH:8]=1)(=[O:6])=[O:5]>C(O)C>[C:7]1([S:4]([CH2:3][C:2]2[N:1]=[C:15]([C:17]3[CH:22]=[CH:21][CH:20]=[CH:19][N:18]=3)[NH:14][N:13]=2)(=[O:6])=[O:5])[CH:12]=[CH:11][CH:10]=[CH:9][CH:8]=1. Procedure details: 7.70 g (0.025 mol) Pyridine-2-carboxylic acid (1-amino-2-benzenesulfonyl-ethylidene)-hydrazide were heated at 200° C. for 20 minutes. The molten mass was then cooled, dissolved in 30 ml hot ethanol and stirred for two hous at room temperature. The precipitated crystals were filtered off and dried to yield 6.22 g (84%) 3-benzenesulfonylmethyl-5-pyridin-2-yl-1H-[1,2,4]triazole. MS m/e (%): 300 (M+, 100). Reactants: C(=C)(C)C1C(CCCC1)(O)C=C (2-isopropenyl-1-vinylcyclohexan-1-ol), dichloro-bis-(benzonitrile) palladium(II), C(C)OCC (diethyl ether). The solvent is O1CCCC1 (tetrahydrofuran). The product is CC=1CCCC(CCCCC1)=O (5-methylcyclodec-5-en-1-one). As a reaction SMILES: [C:1]([CH:4]1[CH2:9][CH2:8][CH2:7][CH2:6][C:5]1([CH:11]=[CH2:12])[OH:10])([CH3:3])=[CH2:2].C(OCC)C>O1CCCC1>[CH3:3][C:1]1[CH2:2][CH2:12][CH2:11][C:5](=[O:10])[CH2:6][CH2:7][CH2:8][CH2:9][CH:4]=1. Procedure: A mixture of 2-isopropenyl-1-vinylcyclohexan-1-ol (0.166 g; 10-3 mol) and dichloro-bis-(benzonitrile)-palladium(II) (0.038 g; 10-4 mol) in tetrahydrofuran (5 cc) is kept at a temperature of the order of 20° C. under an inert atmosphere. After a reaction time of 24 hours, diethyl ether (75 cc) is added and the mixture is then washed with water (5×15 cc). After drying over magnesium sulphate, filtration and evaporation of the solvent under reduced pressure (20 mm Hg; 2.7 kPa), 5-methylcyclodec-5-e... The reactants are C1=CCC(CC1)C=1C=C2C=3C(=C(N=CC3NC2=CC1)C(=O)O)C (6-(1-cyclohexen-4-yl)-4-methyl-β-carboline-3-carboxylic acid), N1C=NC=C1 (imidazole), C(CC)(N)=NO (propionamidoxime), S(=O)(Cl)Cl (thionyl chloride). Run in CN(C=O)C (dimethylformamide), O1CCCC1 (tetrahydrofuran), O1CCCC1 (tetrahydrofuran). Conditions: time 15 minute. Product: C1=CCC(CC1)C=1C=C2C=3C(=C(N=CC3NC2=CC1)C1=NC(=NO1)CC)C (6-(1-cyclohexen-4-yl)-4-methyl-3-(3-ethyl-1,2,4-oxadiazol-5-yl)-β-carboline). The yield is 50.1%. Reaction SMILES: N1C=CN=C1.S(Cl)(Cl)=O.[CH:10]1[CH2:15][CH2:14][CH:13]([C:16]2[CH:17]=[C:18]3[C:26](=[CH:27][CH:28]=2)[NH:25][C:24]2[CH:23]=[N:22][C:21]([C:29](O)=[O:30])=[C:20]([CH3:32])[C:19]3=2)[CH2:12][CH:11]=1.[C:33](=[N:37]O)([NH2:36])[CH2:34][CH3:35]>O1CCCC1.CN(C)C=O>[CH:10]1[CH2:15][CH2:14][CH:13]([C:16]2[CH:17]=[C:18]3[C:26](=[CH:27][CH:28]=2)[NH:25][C:24]2[CH:23]=[N:22][C:21]([C:29]4[O:30][N:37]=[C:33]([CH2:34][CH3:35])[N:36]=4)=[C:20]([CH3:32])[C:19]3=2)[CH2:12][CH:11]=1. Reported procedure: 1.36 g (20 mmol) of imidazole is combined in 15 ml of absolute tetrahydrofuran with 0.36 ml of thionyl chloride in 5 ml of absolute tetrahydrofuran. After 15 minutes of agitation at room temperature, the mixture is suctioned off from the precipitate. The filtrate is added to a solution of 0.33 g (1.08 mmol) of 6-(1-cyclohexen-4-yl)-4-methyl-β-carboline-3-carboxylic acid in 15 ml of absolute dimethylformamide. After agitation for one hour at room temperature, the mixture is combined with 1.15 g (...